From a dataset of the Open Reaction Database (ORD), a public repository of structured organic reaction records. describe an organic reaction: reactants, conditions, products, and yield Starting materials: BrC=1C=C2N(N=CC(=C2N[C@H]2C(CCC2)(C)C)C(=O)N)C1 ((R)-6-bromo-4-(2,2-dimethylcyclopentylamino)pyrrolo[1,2-b]pyridazine-3-carboxamide), N1C(CCC1)=O (pyrrolidin-2-one). Yields the product CC1([C@@H](CCC1)NC=1C=2N(N=CC1C(=O)N)C=C(C2)N2C(CCC2)=O)C (4-(((1R)-2,2-dimethylcyclopentyl)amino)-6-(2-oxo-1-pyrrolidinyl) pyrrolo[1,2-b]pyridazine-3-carboxamide). RXN SMILES: Br[C:2]1[CH:3]=[C:4]2[C:9]([NH:10][C@@H:11]3[CH2:15][CH2:14][CH2:13][C:12]3([CH3:17])[CH3:16])=[C:8]([C:18]([NH2:20])=[O:19])[CH:7]=[N:6][N:5]2[CH:21]=1.[NH:22]1[CH2:26][CH2:25][CH2:24][C:23]1=[O:27]>>[CH3:16][C:12]1([CH3:17])[CH2:13][CH2:14][CH2:15][C@H:11]1[NH:10][C:9]1[C:4]2[N:5]([CH:21]=[C:2]([N:22]3[CH2:26][CH2:25][CH2:24][C:23]3=[O:27])[CH:3]=2)[N:6]=[CH:7][C:8]=1[C:18]([NH2:20])=[O:19]. Procedure: 4-(((1R)-2,2-dimethylcyclopentyl)amino)-6-(2-oxo-1-pyrrolidinyl) pyrrolo[1,2-b]pyridazine-3-carboxamide was prepared from Intermediate 50 and pyrrolidin-2-one using a similar procedure as described for the preparation of Example 312 LCMS: 356.18 (M+H)+; HPLC (condition L): retention time=7.44 min.